From a dataset of the Open Reaction Database (ORD), a public repository of structured organic reaction records. describe an organic reaction: reactants, conditions, products, and yield Starting materials: O (Water), COC(=O)C1=NC(=C(C=C1N)C(F)(F)F)Br (3-Amino-6-bromo-5-trifluoromethyl-pyridine-2-carboxylic acid methyl ester), COC(=O)C1=NC(=C(C=C1N)C(F)(F)F)Br (3-Amino-6-bromo-5-trifluoromethyl-pyridine-2-carboxylic acid methyl ester), O.NN (hydrazine monohydrate). The solvent is CO (MeOH). Reaction conditions: temperature 85 celsius. Product: NC=1C(=NC(=C(C1)C(F)(F)F)Br)C(=O)NN (3-Amino-6-bromo-5-(trifluoromethyl)picolinohydrazide). RXN SMILES: C[O:2][C:3]([C:5]1[C:10]([NH2:11])=[CH:9][C:8]([C:12]([F:15])([F:14])[F:13])=[C:7]([Br:16])[N:6]=1)=O.O.[NH2:18][NH2:19].O>CO>[NH2:11][C:10]1[C:5]([C:3]([NH:18][NH2:19])=[O:2])=[N:6][C:7]([Br:16])=[C:8]([C:12]([F:15])([F:14])[F:13])[CH:9]=1 |f:1.2|. Procedure: A suspension of 3-amino-6-bromo-5-trifluoromethyl-pyridine-2-carboxylic acid methyl ester (Intermediate A4) (1.00 g, 3.34 mmol) in dry MeOH (20 ml) was stirred at reflux (85° C.) for 30 min and then treated with hydrazine monohydrate (324 ul, 6.69 mmol). The mixture was returned to heat at reflux for 5 h 30 min and allowed to cool to RT. Water was added and the resulting precipitate was collected by filtration and dried in a vacuum oven to afford the title compound as a biege solid;